From a dataset of the Open Reaction Database (ORD), a public repository of structured organic reaction records. describe an organic reaction: reactants, conditions, products, and yield The reactants are N1=CN=C(C=C1)C=O (Pyrimidine-4-carbaldehyde), NC1CCN(CC1)C(=O)OC(C)(C)C (tert-butyl 4-aminopiperidine-1-carboxylate). Solvent: COC(C)(C)C (tert-butyl methyl ether). Run at time 2.5 hour. Product: N1=CN=C(C=C1)\C=N\C1CCN(CC1)C(=O)OC(C)(C)C (tert-Butyl 4-{[(1E)-pyrimidin-4-ylmethylene]amino}piperidine-1-carboxylate). As a reaction SMILES: [N:1]1[CH:6]=[CH:5][C:4]([CH:7]=O)=[N:3][CH:2]=1.[NH2:9][CH:10]1[CH2:15][CH2:14][N:13]([C:16]([O:18][C:19]([CH3:22])([CH3:21])[CH3:20])=[O:17])[CH2:12][CH2:11]1>COC(C)(C)C>[N:1]1[CH:6]=[CH:5][C:4](/[CH:7]=[N:9]/[CH:10]2[CH2:11][CH2:12][N:13]([C:16]([O:18][C:19]([CH3:22])([CH3:21])[CH3:20])=[O:17])[CH2:14][CH2:15]2)=[N:3][CH:2]=1. Procedure: Pyrimidine-4-carbaldehyde (C12) (23.00 g, 212.8 mmol) was added to a mixture of tert-butyl 4-aminopiperidine-1-carboxylate (42.61 g, 212.8 mmol) in tert-butyl methyl ether (1.52 L). After 2.5 hours, the reaction was filtered, and the filtrate was concentrated in vacuo to provide an amber oil, which was generally taken directly to the following step. Yield: 56.30 g, 193.9 mmol, 91%. 1H NMR (400 MHz, CDCl3) partial spectrum, characteristic peaks: δ 1.49 (s, 9H), 7.95 (dd, J=5.2, 1.5 Hz, 1H), 8.36 ... Starting materials: ice, C(C)(=O)N1C(CC2=CC=CC=C12)=O (1-acetyl-2-indolinone), Cl (hydrochloric acid), ice water, O1C(=CC=C1)C(=O)Cl (furan-2-carboxylic acid chloride). Reagents/catalysts: CN(C)C=1C=CN=CC1 (DMAP). The solvent is CN(C)C=O (DMF). Conditions: time 1 hour. The product is C(C)(=O)N1C(C(C2=CC=CC=C12)=C(C=1OC=CC1)O)=O (1-acetyl-3-[1-hydroxy-1-(2-furyl)methylene]-2-indolinone). RXN SMILES: [C:1]([N:4]1[C:12]2[C:7](=[CH:8][CH:9]=[CH:10][CH:11]=2)[CH2:6][C:5]1=[O:13])(=[O:3])[CH3:2].[O:14]1[CH:18]=[CH:17][CH:16]=[C:15]1[C:19](Cl)=[O:20].Cl>CN(C1C=CN=CC=1)C.CN(C=O)C>[C:1]([N:4]1[C:12]2[C:7](=[CH:8][CH:9]=[CH:10][CH:11]=2)[C:6](=[C:19]([OH:20])[C:15]2[O:14][CH:18]=[CH:17][CH:16]=2)[C:5]1=[O:13])(=[O:3])[CH3:2]. Procedure: An ice-cooled solution of 7.0 g 1-acetyl-2-indolinone and 10.8 g DMAP in 60 ml DMF is combined with 4.4 ml of furan-2-carboxylic acid chloride. The mixture is stirred for 1 hour at ambient temperature, then poured onto 40 ml of conc. hydrochloric acid and 500 ml ice water. The precipitate is suction filtered, washed successively with ethanol and diethyl ether and dried. Starting materials: C(C)(=O)O[BH-](OC(C)=O)OC(C)=O.[Na+] (Sodium triacetoxyborohydride), O=C1CCN(CC1)C(=O)OC(C)(C)C (tert-butyl 4-oxo-1-piperidine carboxylate), C(C(C)C)N (isobutylamine), C(C)(=O)O (acetic acid), [OH-].[Na+] (NaOH). Run in ClCCCl (1,2-dichloroethane). Run at time 18 hour. The product is C(C)(C)(C)OC(=O)N1CCC(CC1)NCC(C)C (4-isobutylamino-piperidine-1-carboxylic acid tert-butyl ester). Yield: 95.2%. Reaction SMILES: C(O[BH-](OC(=O)C)OC(=O)C)(=O)C.[Na+].O=[C:16]1[CH2:21][CH2:20][N:19]([C:22]([O:24][C:25]([CH3:28])([CH3:27])[CH3:26])=[O:23])[CH2:18][CH2:17]1.[CH2:29]([NH2:33])[CH:30]([CH3:32])[CH3:31].C(O)(=O)C.[OH-].[Na+]>ClCCCl>[C:25]([O:24][C:22]([N:19]1[CH2:20][CH2:21][CH:16]([NH:33][CH2:29][CH:30]([CH3:32])[CH3:31])[CH2:17][CH2:18]1)=[O:23])([CH3:28])([CH3:27])[CH3:26] |f:0.1,5.6|. Reported procedure: Sodium triacetoxyborohydride (32.0 g, 151.0 mmol) is added to a stirred solution of tert-butyl 4-oxo-1-piperidine carboxylate (20.0 g, 100.4 mmol), isobutylamine (10.5 ml, 105.7 mmol), acetic acid (6.0 ml, 104.8 mmol) and 1,2-dichloroethane (300 ml). The reaction is stirred for 18 hours at room temperature under nitrogen. The reaction is poured into 2N NaOH (300 ml) and extracted with ethyl acetate (200 ml×3). The ethyl acetate is dried over sodium sulfate and then the sodium sulfate is filtered... The reactants are [Br-].C(C1=CC=CC=C1)[Zn+] (benzyl zinc bromide), IC=1C=CC(=NC1)NC(=N)NCC1=C(C=CC=C1)OC (N-(5-iodopyridin-2-yl)-N′-(2-methoxybenzyl)guanidine), O1CCCC1 (tetrahydrofuran), O1CCCC1 (tetrahydrofuran). Procedure details: 20 mg (0.055 mmol) [1,1′-bis-(diphenylphosphino)-ferrocene]palladium(II) chloride-methylene chloride was placed in 10 mL tetrahydrofuran, and the solution was deoxygenated with nitrogen. 0.200 g (0.523 mmol) N-(5-iodopyridin-2-yl)-N′-(2-methoxybenzyl)guanidine dissolved in 5 mL tetrahydrofuran was added dropwise through a septum (syringe technique), and the mixture was stirred for an additional 10 min. 4.19 mL (2.093 mmol) of a benzyl zinc bromide solution (0.5 M in tetrahydrofuran) was added dr... The product is C(C)(=O)O.C(C1=CC=CC=C1)C=1C=CC(=NC1)NC(=N)NCC1=C(C=CC=C1)OC (N-(5-Benzylpyridin-2-yl)-N′-(2-methoxybenzyl)guanidine acetate). RXN SMILES: I[C:2]1[CH:3]=[CH:4][C:5]([NH:8][C:9]([NH:11][CH2:12][C:13]2[CH:18]=[CH:17][CH:16]=[CH:15][C:14]=2[O:19][CH3:20])=[NH:10])=[N:6][CH:7]=1.[Br-].[CH2:22]([Zn+])[C:23]1[CH:28]=[CH:27][CH:26]=[CH:25][CH:24]=1.[O:30]1CCCC1>C1C=CC(P(C2C=CC=CC=2)[C-]2C=CC=C2)=CC=1.C1C=CC(P(C2C=CC=CC=2)[C-]2C=CC=C2)=CC=1.Cl[Pd]Cl.[Fe+2].C(Cl)Cl>[C:14]([OH:19])(=[O:30])[CH3:15].[CH2:22]([C:2]1[CH:3]=[CH:4][C:5]([NH:8][C:9]([NH:11][CH2:12][C:13]2[CH:18]=[CH:17][CH:16]=[CH:15][C:14]=2[O:19][CH3:20])=[NH:10])=[N:6][CH:7]=1)[C:23]1[CH:28]=[CH:27][CH:26]=[CH:25][CH:24]=1 |f:1.2,4.5.6.7.8,9.10|. The reagents and catalysts are C1=CC=C(C=C1)P([C-]2C=CC=C2)C3=CC=CC=C3.C1=CC=C(C=C1)P([C-]2C=CC=C2)C3=CC=CC=C3.Cl[Pd]Cl.[Fe+2].C(Cl)Cl ([1,1′-bis-(diphenylphosphino)-ferrocene]palladium(II) chloride methylene chloride). Conditions: time 10 minute. Starting materials: ClC1=CC=C2C=C(C(NC2=C1)=O)C1=C(C=CC=C1)OC (7-chloro-3-(2-methoxyphenyl)-2(1H)-quinolone), B(Br)(Br)Br (boron tribromide). The product is ClC1=CC=C2C=C(C(NC2=C1)=O)C1=C(C=CC=C1)O (7-chloro-3-(2-hydroxyphenyl)-2(1H)-quinolone). The yield is 100.3%. As a reaction SMILES: [Cl:1][C:2]1[CH:11]=[C:10]2[C:5]([CH:6]=[C:7]([C:13]3[CH:18]=[CH:17][CH:16]=[CH:15][C:14]=3[O:19]C)[C:8](=[O:12])[NH:9]2)=[CH:4][CH:3]=1.B(Br)(Br)Br>>[Cl:1][C:2]1[CH:11]=[C:10]2[C:5]([CH:6]=[C:7]([C:13]3[CH:18]=[CH:17][CH:16]=[CH:15][C:14]=3[OH:19])[C:8](=[O:12])[NH:9]2)=[CH:4][CH:3]=1. Reported procedure: 2-Amino-4-chlorobenzyl alcohol (2 g, 12.86 mmol) and 2-methoxyphenylacetic acid (4.70 g, 28.3mol) were reacted in a similar manner as described in Example 19 to give 7-chloro-3-(2-methoxyphenyl)-2(1H)-quinolone as fine white needles mp 235°-236° C. (MeOH). (Found: C, 67.49; H, 4.22; N, 4.93. C16H12ClNO2 requires C, 67.26; H, 4.23; N, 4.90%); δH (360 MHz, d6 -DMSO) 3.73 (1H, s, CH3) 6.97 (1H, dt, J=0.8 and 7.4 Hz, 5'-H) 7.08 (1H, d, J=8.3 Hz, 3'-H) 7.22 (1H, dd, J=8.4 and 2.1 Hz, 6-H) 2.27 (1H, d... Starting materials: C[C@H]([C@@H](C(=O)OC(C)(C)C)N1C(N(CC1)CC1=NC(=CC=C1)COC(C1=CC=CC=C1)(C1=CC=CC=C1)C1=CC=CC=C1)=O)CC (tert-butyl (2S,3S)-3-methyl-2-[2-oxo-3-({6-[(trityloxy)methyl]pyridin-2-yl}methyl)imidazolidin-1-yl]pentanoate), ClCCl (dichloromethane). RXN SMILES: [CH3:1][C@@H:2]([CH2:45][CH3:46])[C@H:3]([N:11]1[CH2:15][CH2:14][N:13]([CH2:16][C:17]2[CH:22]=[CH:21][CH:20]=[C:19]([CH2:23][O:24][C:25]([C:38]3[CH:43]=[CH:42][CH:41]=[CH:40][CH:39]=3)([C:32]3[CH:37]=[CH:36][CH:35]=[CH:34][CH:33]=3)[C:26]3[CH:31]=[CH:30][CH:29]=[CH:28][CH:27]=3)[N:18]=2)[C:12]1=[O:44])[C:4]([O:6]C(C)(C)C)=[O:5].ClCCl>FC(F)(F)C(O)=O>[CH3:1][C@@H:2]([CH2:45][CH3:46])[C@H:3]([N:11]1[CH2:15][CH2:14][N:13]([CH2:16][C:17]2[CH:22]=[CH:21][CH:20]=[C:19]([CH2:23][O:24][C:25]([C:26]3[CH:31]=[CH:30][CH:29]=[CH:28][CH:27]=3)([C:38]3[CH:39]=[CH:40][CH:41]=[CH:42][CH:43]=3)[C:32]3[CH:33]=[CH:34][CH:35]=[CH:36][CH:37]=3)[N:18]=2)[C:12]1=[O:44])[C:4]([OH:6])=[O:5]. Product: C[C@H]([C@@H](C(=O)O)N1C(N(CC1)CC1=NC(=CC=C1)COC(C1=CC=CC=C1)(C1=CC=CC=C1)C1=CC=CC=C1)=O)CC ((2S,3S)-3-methyl-2-[2-oxo-3-({6-[(trityloxy)methyl]pyridin-2-yl}methyl)imidazolidin-1-yl]pentanoic acid). Reported procedure: A solution of the product of Example 286B (0.35 g) in trifluoroacetic acid:dichloromethane (3 mL, 2:1) was stirred at 25° C. for 2 hrs. The solvents were evaporated and the residue was directly used for the next step. Run in FC(C(=O)O)(F)F (trifluoroacetic acid).